From a dataset of the Open Reaction Database (ORD), a public repository of structured organic reaction records. describe an organic reaction: reactants, conditions, products, and yield Starting materials: CCCC[SnH](CCCC)CCCC, C=CCOC(=O)N1C(C(OC(=S)SC)c2cn3c(Cl)ncc3s2)CC(C(C)(C)C)C1O[SiH](C)C, Cc1ccccc1, CCOC(C)=O, CC(C)(C#N)N=NC(C)(C)C#N. Yields the product C=CCOC(=O)N1C(Cc2cn3c(Cl)ncc3s2)CC(C(C)(C)C)C1O[SiH](C)C. RXN SMILES: [CH2:1]([SnH:2]([CH2:3][CH2:4][CH2:5][CH3:6])[CH2:7][CH2:8][CH2:9][CH3:10])[CH2:11][CH2:12][CH3:13].[CH2:26]([CH:27]=[CH2:28])[O:29][C:30](=[O:31])[N:32]1[CH:33]([O:56][SiH:57]([CH3:58])[CH3:59])[CH:34]([C:52]([CH3:53])([CH3:54])[CH3:55])[CH2:35][CH:36]1[CH:37]([O:38][C:39]([S:40][CH3:41])=[S:42])[c:43]1[cH:44][n:45]2[c:46]([s:47]1)[cH:48][n:49][c:50]2[Cl:51].[CH3:60][c:61]1[cH:62][cH:63][cH:64][cH:65][cH:66]1.[CH3:67][CH2:68][O:69][C:70](=[O:71])[CH3:72].[N:14]([C:15]([CH3:16])([CH3:17])[C:18]#[N:19])=[N:20][C:21]([CH3:22])([CH3:23])[C:24]#[N:25]>>[CH2:26]([CH:27]=[CH2:28])[O:29][C:30](=[O:31])[N:32]1[CH:33]([O:56][SiH:57]([CH3:58])[CH3:59])[CH:34]([C:52]([CH3:53])([CH3:54])[CH3:55])[CH2:35][CH:36]1[CH2:37][c:43]1[cH:44][n:45]2[c:46]([s:47]1)[cH:48][n:49][c:50]2[Cl:51]. Starting materials: Cl (Hydrochloric acid), C(C)(=O)C=1C=C(C=CC1OC)NC(C)=O (N-(3-acetyl-4-methoxyphenyl)acetamide). The solvent is C(C)O (ethanol). Product: NC=1C=CC(=C(C1)C(C)=O)OC (1-(5-amino-2-methoxyphenyl)ethanone). Yield: 98.8%. RXN SMILES: Cl.[C:2]([C:5]1[CH:6]=[C:7]([NH:13]C(=O)C)[CH:8]=[CH:9][C:10]=1[O:11][CH3:12])(=[O:4])[CH3:3]>C(O)C>[NH2:13][C:7]1[CH:8]=[CH:9][C:10]([O:11][CH3:12])=[C:5]([C:2](=[O:4])[CH3:3])[CH:6]=1. Procedure: Hydrochloric acid (6M, 50 ml) was added to a mixture of N-(3-acetyl-4-methoxyphenyl)acetamide (10.34 g, 50 mmol) and ethanol (150 ml) and the mixture was stirred under reflux for 8 hours. The mixture was cooled and the solvent was evaporated under reduced pressure. Water (100 ml) was added and the pH was adjusted to 10.0 with saturated aqueous potassium carbonate. The mixture was extracted with dichloromethane (3×100 ml) and the combined organic fractions were dried (MgSO4) and evaporated under ... The reactants are COC(\C=C\C1=CC=C(C=C1)C1N(CCC1)CCC#N)=O ((E)-3-{4-[1-(2-cyano-ethyl)-pyrrolidin-2-yl]-phenyl}-acrylic acid methyl ester), N(=[N+]=[N-])[Sn](C)(C)C (azidotrimethyltin). Solvent: C=1(C(=CC=CC1)C)C (xylene). Conditions: temperature 130 celsius, time 16 hour. The product is COC(\C=C\C1=CC=C(C=C1)C1N(CCC1)CCC1=NN=NN1)=O ((E)-3-(4-{1-[2-(1H-tetrazol-5-yl)-ethyl]-pyrrolidin-2-yl}-phenyl)-acrylic acid methyl ester). Yield: 139.6%. Reaction SMILES: [CH3:1][O:2][C:3](=[O:21])/[CH:4]=[CH:5]/[C:6]1[CH:11]=[CH:10][C:9]([CH:12]2[CH2:16][CH2:15][CH2:14][N:13]2[CH2:17][CH2:18][C:19]#[N:20])=[CH:8][CH:7]=1.[N:22]([Sn](C)(C)C)=[N+:23]=[N-:24]>C1(C)C(C)=CC=CC=1>[CH3:1][O:2][C:3](=[O:21])/[CH:4]=[CH:5]/[C:6]1[CH:11]=[CH:10][C:9]([CH:12]2[CH2:16][CH2:15][CH2:14][N:13]2[CH2:17][CH2:18][C:19]2[NH:24][N:23]=[N:22][N:20]=2)=[CH:8][CH:7]=1. Procedure details: To a solution of (E)-3-{4-[1-(2-cyano-ethyl)-pyrrolidin-2-yl]-phenyl}-acrylic acid methyl ester (1.0 g, 3.5 mmol) in xylene (35 mL) was added azidotrimethyltin (1.09 g, 5.30 mmol) and the reaction solution was stirred at 130° C. for 16 h. The solvent was removed under reduced pressure and the residue was dissolved in an aqueous sodium hydroxide solution, washed with ethyl acetate, and neutralized with 1 N hydrochloride. A yellow oil was separated from the aqueous layer which was extracted with m... Reactants: [K+].[Br-] (KBr), COC1=C(C=CC(=C1)OC)C1NCCC=2C3=CC=CC=C3NC12 (1-(2′,4′-Dimethoxyphenyl)-1,2,3,4-tetrahydro-β-carboline), COC1=C(C=CC(=C1)OC)C1NCCC=2C3=CC=CC=C3NC12 (1-(2′,4′-Dimethoxyphenyl)-1,2,3,4-tetrahydro-β-carboline), COC1=C(C=C(C=C1)OC)C1NCCC=2C3=CC=CC=C3NC12 (1-(2′,5′-Dimethoxyphenyl)-1,2,3,4-tetrahydro-β-carboline), ( 17 ), ( 85 ), COC=1C=C(C=CC1OC)C1NCCC=2C3=CC=CC=C3NC12 (1-(3′,4′-Dimethoxyphenyl)-1,2,3,4-tetrahydro-β-carboline), ( 13 ), COC1=C(C=CC(=C1)OC)C1NCCC=2C3=CC=CC=C3NC12 (1-(2′,4′-Dimethoxyphenyl)-1,2,3,4-tetrahydro-β-carboline), ( 30 ), ( 64 ), ( 16 ), ( 13 ), COC=1C=C(C=CC1OC)C1NCCC=2C3=CC=CC=C3NC12 (1-(3′,4′-Dimethoxyphenyl)-1,2,3,4-tetrahydro-β-carboline), ( 37 ), COC=1C=C(C=CC1OC)C1NCCC=2C3=CC=CC=C3NC12 (1-(3′,4′-Dimethoxyphenyl)-1,2,3,4-tetrahydro-β-carboline), ( 21 ), COC=1C=C(C=CC1OC)C1NCCC=2C3=CC=CC=C3NC12 (1-(3′,4′-Dimethoxyphenyl)-1,2,3,4-tetrahydro-β-carboline), ( 38 ), ( 17 ). The product is COC=1C=C(C=C(C1)OC)C1NCCC=2C3=CC=CC=C3NC12 (1-(3′,5′-Dimethoxyphenyl)-1,2,3,4-tetrahydro-β-carboline). As a reaction SMILES: [K+].[Br-].CO[C:5]1[CH:10]=[CH:9][C:8]([O:11][CH3:12])=[CH:7][C:6]=1[CH:13]1[C:25]2[NH:24][C:23]3[C:18](=[CH:19][CH:20]=[CH:21][CH:22]=3)[C:17]=2[CH2:16][CH2:15][NH:14]1.[CH3:26][O:27]C1C=C(C2C3NC4C(=CC=CC=4)C=3CCN2)C=CC=1OC.COC1C=C(OC)C=CC=1C1C2NC3C(=CC=CC=3)C=2CCN1>>[CH3:26][O:27][C:10]1[CH:5]=[C:6]([CH:13]2[C:25]3[NH:24][C:23]4[C:18](=[CH:19][CH:20]=[CH:21][CH:22]=4)[C:17]=3[CH2:16][CH2:15][NH:14]2)[CH:7]=[C:8]([O:11][CH3:12])[CH:9]=1 |f:0.1|. Reported procedure: Pale yellow solid; C19H20N2O2; IR (KBr) v max 3420, 2910, 1605, 1465, 1350, 1305, 1155, 1065, 845, 785 cm−1; 1H-NMR (CDCl3) δ 5.03 (1H, s, H-1), 3.11(1H, m, H-3a), 3.35 (1H, m, H-3b), 2.91 (2H, m, H-4), 7.15 (3H, overlap, H-5,6,7), 7.56 (1H, d, J=7 Hz, H-8), 8.13 (1H, s, H-9), 6.47 (2H, d, J=2.1 Hz, H-2′,6′), 6.44 (1H, d, J=2.1 Hz, H-4′), 3.71 (6H, s, OMe); 13C-NMR (CDCl3) δ 58.3 (d, C-1), 43.0 (t, C-3), 22.3 (t, C-4), 109.8 (s, C-4a), 127.3 (s, C-4b), 121.6 (d, C-5), 119.2 (d, C-6), 118.1 (d, C... Procedure details: 2-t-Butyl-4-methylphenol (10 g, 60.8 mmol) is dissolved in CH2Cl2 (300 mL). Bromine (3.1 mL, 60.8 mmol) is added dropwise to the solution. After 20 minutes, the crude mixture is washed with H2O, dried over MgSO4, filtered and rotovapped to give yellow oil: 12.6 g, 85%. 1H NMR (CDCl3) δ: 1.402 (s, 9H, t-Bu), 2.267 (s, 3H, CH3), 5.640 (s, 1H, OH), 7.017 (s, 1H, Ar), 7.167 (s, 1H, Ar). The solvent is C(Cl)Cl (CH2Cl2). Conditions: time 20 minute. As a reaction SMILES: [C:1]([C:5]1[CH:10]=[C:9]([CH3:11])[CH:8]=[CH:7][C:6]=1[OH:12])([CH3:4])([CH3:3])[CH3:2].[Br:13]Br>C(Cl)Cl>[C:1]([C:5]1[CH:10]=[C:9]([CH3:11])[CH:8]=[C:7]([Br:13])[C:6]=1[OH:12])([CH3:4])([CH3:3])[CH3:2]. Yields the product C(C)(C)(C)C1=C(C(=CC(=C1)C)Br)O (2-t-butyl-4-methyl-6-bromophenol). Starting materials: C(C)(C)(C)C1=C(C=CC(=C1)C)O (2-t-Butyl-4-methylphenol), BrBr (Bromine). The yield is 77.4%. As a reaction SMILES: Br[C:2]1[CH:3]=[CH:4][C:5]2[S:11](=[O:13])(=[O:12])[CH2:10][CH2:9][C:8]([C:14]([NH:16][C:17]3[CH:22]=[CH:21][C:20]([CH2:23][N:24]([CH3:31])[CH:25]4[CH2:30][CH2:29][O:28][CH2:27][CH2:26]4)=[CH:19][CH:18]=3)=[O:15])=[CH:7][C:6]=2[CH:32]=1.B([O-])([O-])O[C:35]1[CH:44]=[CH:43][C:38]2[O:39][CH2:40][CH2:41][O:42][C:37]=2[CH:36]=1.C(=O)([O-])[O-].[K+].[K+]>C1(C)C=CC=CC=1.C(O)C.O.C1C=CC([P]([Pd]([P](C2C=CC=CC=2)(C2C=CC=CC=2)C2C=CC=CC=2)([P](C2C=CC=CC=2)(C2C=CC=CC=2)C2C=CC=CC=2)[P](C2C=CC=CC=2)(C2C=CC=CC=2)C2C=CC=CC=2)(C2C=CC=CC=2)C2C=CC=CC=2)=CC=1>[O:39]1[C:38]2[CH:43]=[CH:44][C:35]([C:2]3[CH:3]=[CH:4][C:5]4[S:11](=[O:12])(=[O:13])[CH2:10][CH2:9][C:8]([C:14]([NH:16][C:17]5[CH:22]=[CH:21][C:20]([CH2:23][N:24]([CH3:31])[CH:25]6[CH2:26][CH2:27][O:28][CH2:29][CH2:30]6)=[CH:19][CH:18]=5)=[O:15])=[CH:7][C:6]=4[CH:32]=3)=[CH:36][C:37]=2[O:42][CH2:41][CH2:40]1 |f:2.3.4,5.6.7,^1:67,69,88,107|. The solvent is C1(=CC=CC=C1)C.C(C)O.O (toluene ethanol water). Reaction conditions: time 1 hour. The product is O1CCOC2=C1C=CC(=C2)C=2C=CC1=C(C=C(CCS1(=O)=O)C(=O)NC1=CC=C(C=C1)CN(C1CCOCC1)C)C2 (7-(2,3-dihydro-1,4-benzodioxin-6-yl)-N-[4-[[N-methyl-N-(tetrahydropyran-4-yl)amino]methyl]phenyl]-1,1-dioxo-2,3-dihydro-1-benzothiepine-4-carboxamide). The reagents and catalysts are C=1C=CC(=CC1)[P](C=2C=CC=CC2)(C=3C=CC=CC3)[Pd]([P](C=4C=CC=CC4)(C=5C=CC=CC5)C=6C=CC=CC6)([P](C=7C=CC=CC7)(C=8C=CC=CC8)C=9C=CC=CC9)[P](C=1C=CC=CC1)(C=1C=CC=CC1)C=1C=CC=CC1 (tetrakistriphenylphosphinepalladium). Procedure: Under argon atmosphere, a mixture of 7-bromo-N-[4-[[N-methyl-N-(tetrahydropyran-4-yl)amino]methyl]pheny]-1,1-dioxo-2,3-dihydro-1-benzothiepine-4-carboxamide (300 mg), 2,3-dihydro-1,4-benzodioxin-6-yl borate (114 mg) and potassium carbonate (160 mg) in toluene/ethanol/water (10/1/1 ml) was stirred at room temperature for 1 hour. To the mixture was added tetrakistriphenylphosphinepalladium (33 mg), and the mixture was refluxed for 6 hours, cooled, extracted with ethyl acetate, washed with saturate... Reactants: BrC=1C=CC2=C(C=C(CCS2(=O)=O)C(=O)NC2=CC=C(C=C2)CN(C2CCOCC2)C)C1 (7-bromo-N-[4-[[N-methyl-N-(tetrahydropyran-4-yl)amino]methyl]pheny]-1,1-dioxo-2,3-dihydro-1-benzothiepine-4-carboxamide), B(OC1=CC2=C(OCCO2)C=C1)([O-])[O-] (2,3-dihydro-1,4-benzodioxin-6-yl borate), C([O-])([O-])=O.[K+].[K+] (potassium carbonate). The reactants are BrCc1ccccc1, COC(=O)c1ccc(NC=C2C(=O)OC(C)(C)OC2=O)cc1O, CN(C)C=O, [H-], [Na+], O. Yields the product COC(=O)c1ccc(NC=C2C(=O)OC(C)(C)OC2=O)cc1OCc1ccccc1. RXN SMILES: [Br:26][CH2:27][c:28]1[cH:29][cH:30][cH:31][cH:32][cH:33]1.[CH3:1][C:2]1([CH3:23])[O:3][C:4](=[O:22])[C:5](=[CH:9][NH:10][c:11]2[cH:12][c:13]([OH:21])[c:14]([C:15](=[O:16])[O:17][CH3:18])[cH:19][cH:20]2)[C:6](=[O:8])[O:7]1.[CH3:34][N:35]([CH3:36])[CH:37]=[O:38].[H-:24].[Na+:25].[OH2:39]>>[CH3:1][C:2]1([CH3:23])[O:3][C:4](=[O:22])[C:5](=[CH:9][NH:10][c:11]2[cH:12][c:13]([O:21][CH2:27][c:28]3[cH:29][cH:30][cH:31][cH:32][cH:33]3)[c:14]([C:15](=[O:16])[O:17][CH3:18])[cH:19][cH:20]2)[C:6](=[O:8])[O:7]1.